Dataset: the Open Reaction Database (ORD), a public repository of structured organic reaction records. Task: describe an organic reaction: reactants, conditions, products, and yield Starting materials: Cl.C(C)N=C=N (3-ethylcarbodiimide hydrochloride), C(C)(C)(C)OC(=O)NCC(C(=O)O)NS(=O)(=O)C1=C(C=C(C=C1C)C)C (3-tert-Butoxycarbonylamino-2-(2,4,6-trimethyl-benzenesulfonylamino)-propionic acid), C(C)(C)(C)OC(NCCC1=CC=C(C=C1)N)=O ([2-(4-Amino-phenyl)-ethyl]-carbamic acid tert-butyl ester), C=1C=CC2=C(C1)N=NN2O (HOBT). Solvent: CN(C)C=O (DMF). Conditions: time 8 hour. Product: C(C1=CC=CC=C1)OC(NCC(NS(=O)(=O)C1=C(C=C(C=C1C)C)C)C(NC1=CC=C(C=C1)CCNC(=O)OC(C)(C)C)=O)=O ([2-[4-(2-tert-Butoxycarbonylamino-ethyl)-phenylcarbamoyl]-2-(2,4,6-trimethyl-benzenesulfonylamino)-ethyl]-carbamic acid benzyl ester). Yield: 44.2%. RXN SMILES: [C:1]([O:5][C:6]([NH:8][CH2:9][CH:10]([NH:14][S:15]([C:18]1[C:23]([CH3:24])=[CH:22][C:21]([CH3:25])=[CH:20][C:19]=1[CH3:26])(=[O:17])=[O:16])[C:11](O)=[O:12])=[O:7])(C)(C)C.[C:27]([O:31][C:32](=[O:43])[NH:33][CH2:34][CH2:35][C:36]1[CH:41]=[CH:40][C:39]([NH2:42])=[CH:38][CH:37]=1)([CH3:30])([CH3:29])[CH3:28].[CH:44]1[CH:45]=[CH:46][C:47]2N(O)N=N[C:48]=2[CH:49]=1.Cl.C(N=C=N)C>CN(C=O)C>[CH2:1]([O:5][C:6](=[O:7])[NH:8][CH2:9][CH:10]([C:11](=[O:12])[NH:42][C:39]1[CH:40]=[CH:41][C:36]([CH2:35][CH2:34][NH:33][C:32]([O:31][C:27]([CH3:30])([CH3:28])[CH3:29])=[O:43])=[CH:37][CH:38]=1)[NH:14][S:15]([C:18]1[C:23]([CH3:24])=[CH:22][C:21]([CH3:25])=[CH:20][C:19]=1[CH3:26])(=[O:17])=[O:16])[C:48]1[CH:47]=[CH:46][CH:45]=[CH:44][CH:49]=1 |f:3.4|. Procedure: To a mixture of 3-tert-Butoxycarbonylamino-2-(2,4,6-trimethyl-benzenesulfonylamino)-propionic acid (200 mg, 0.51 mmol), [2-(4-Amino-phenyl)-ethyl]-carbamic acid tert-butyl ester (130 mg, 0.55 mmol), HOBT (82 mg, 0.612 mmol) in DMF (25 mL), was added 1-(3-dimethylamino) propyl)-3-ethylcarbodiimide hydrochloride (118 mg, 0.612 mmol). The reaction was stirred overnight at room temperature. Insoluble particles were removed by filtration and the solvent was evaporated. Purification of the residue on ... Starting materials: BrC1=CC(NC=C1)=O (4-bromopyridin-2(1H)-one), BrC(C(=O)OCC)C(C)C (ethyl 2-bromo-3-methylbutanoate), [H-].[Na+] (sodium hydride), [Br-].[Li+] (lithium bromide). Yields the product BrC1=CC(N(C=C1)C(C(=O)OCC)C(C)C)=O (Ethyl 2-(4-bromo-2-oxopyridin-1(2H)-yl)-3-methylbutanoate). RXN SMILES: [Br:1][C:2]1[CH:7]=[CH:6][NH:5][C:4](=[O:8])[CH:3]=1.Br[CH:10]([CH:16]([CH3:18])[CH3:17])[C:11]([O:13][CH2:14][CH3:15])=[O:12].[H-].[Na+].[Br-].[Li+]>>[Br:1][C:2]1[CH:7]=[CH:6][N:5]([CH:10]([CH:16]([CH3:18])[CH3:17])[C:11]([O:13][CH2:14][CH3:15])=[O:12])[C:4](=[O:8])[CH:3]=1 |f:2.3,4.5|. Reported procedure: 500 mg (2.9 mmol) of 4-bromopyridin-2(1H)-one and 841 mg (4.02 mmol) of ethyl 2-bromo-3-methylbutanoate (racemate) in the presence of 1.15 eq. of sodium hydride and 2.3 eq. of lithium bromide were reacted according to General Method 4C. Yield: 260 mg (purity 92%, 28% of theory)